This data is from the Open Reaction Database (ORD), a public repository of structured organic reaction records. The task is: describe an organic reaction: reactants, conditions, products, and yield Reactants: ClC1=CC=C(C=C1)C1=CC(=C(O1)C)C(=O)O (5-(4-chlorophenyl)-2-methylfuran-3-carboxylic acid), [Si](C)(C)(C)C=[N+]=[N-] (TMSCHN2). Reaction SMILES: [Cl:1][C:2]1[CH:7]=[CH:6][C:5]([C:8]2[O:12][C:11]([CH3:13])=[C:10]([C:14](O)=[O:15])[CH:9]=2)=[CH:4][CH:3]=1.[Si](C=[N+]=[N-])(C)(C)C>C1COCC1.CO>[Cl:1][C:2]1[CH:7]=[CH:6][C:5]([C:8]2[O:12][C:11]([CH3:13])=[C:10]([CH2:14][OH:15])[CH:9]=2)=[CH:4][CH:3]=1. Yields the product ClC1=CC=C(C=C1)C1=CC(=C(O1)C)CO ((5-(4-Chlorophenyl)-2-methylfuran-3-yl)methanol). Isolated yield 57.2%. The solvent is C1CCOC1 (THF), CO (MeOH). Conditions: time 18 hour. Procedure: To a solution of 5-(4-chlorophenyl)-2-methylfuran-3-carboxylic acid (0.104 g, 0.44 mmol) in THF (2 mL) and MeOH (2 mL) was added TMSCHN2 (2.0 M in Et2O, 0.250 mL). The reaction mixture was stirred for 18 hours at which time it was concentrated in vacuo. The residue was dissolved in 1 ml of THF at 0° C., and a solution of LAH (1.0 M in THF, 0.8 mL) was added. After addition, the reaction was stirred at room temperature for 2 hours, and then water (0.24 mL), 15% aqueous NaOH (0.24 mL), and water (... The reactants are N[C@@H](CCCNC(N)=N)C(=O)O (L-arginine), Cl.N[C@@H](CCCNC(N)=N)C(=O)O (L-arginine hydrochloride), C(CCCCCCCCCCC)OS(=O)(=O)O.N(CCO)(CCO)CCO (triethanolamine laurylsulfate). Conditions: temperature 37 celsius, time 1 hour. The product is N[C@@H](CCCNC(=O)N)C(=O)O (L-citrullin). RXN SMILES: [NH2:1][C@H:2]([C:10]([OH:12])=[O:11])[CH2:3][CH2:4][CH2:5][NH:6][C:7](=N)[NH2:8].Cl.N[C@H](C(O)=[O:24])CCCNC(=N)N.C(OS(O)(=O)=O)CCCCCCCCCCC.N(CCO)(CCO)CCO>>[NH2:1][C@H:2]([C:10]([OH:12])=[O:11])[CH2:3][CH2:4][CH2:5][NH:6][C:7]([NH2:8])=[O:24] |f:1.2,3.4|. Procedure details: [L-arginine deiminase activity is indicated in terms of micromoles of L-citrullin which are produced by reaction with L-arginine. The reaction with L-arginine is conducted by adding 10 g of the immobilized preparation to an aqueous 0.5 M L-arginine hydrochloride solution (pH 6.0) containing 0.01% of triethanolamine laurylsulfate, and shaking the mixture at 37° C. for one hour. The amount of L-citrullin produced is assayed colorimetrically by using diacetylmonooxim as a coloring agent.]